describe an organic reaction: reactants, conditions, products, and yield From a dataset of the Open Reaction Database (ORD), a public repository of structured organic reaction records. Starting materials: CC(C)(C)c1ccc(CCC(O)CC2CCCCC2)cc1NC(=O)CC1c2ccccc2Oc2ccccc21, O=C(O)CCC(=O)OCc1ccccc1, CCN=C=NCCCN(C)C, CN(C)c1ccncc1, CCOC(C)=O, Cl, C1CCOC1. The product is CC(C)(C)c1ccc(CCC(CC2CCCCC2)OC(=O)CCC(=O)OCc2ccccc2)cc1NC(=O)CC1c2ccccc2Oc2ccccc21. Reaction SMILES: [C:1]([CH3:2])([CH3:3])([CH3:4])[c:5]1[c:6]([NH:22][C:23]([CH2:24][CH:25]2[c:26]3[cH:27][cH:28][cH:29][cH:30][c:31]3[O:32][c:33]3[cH:34][cH:35][cH:36][cH:37][c:38]32)=[O:39])[cH:7][c:8]([CH2:11][CH2:12][CH:13]([CH2:14][CH:15]2[CH2:16][CH2:17][CH2:18][CH2:19][CH2:20]2)[OH:21])[cH:9][cH:10]1.[C:40]([CH2:41][CH2:42][C:43](=[O:44])[OH:45])(=[O:46])[O:47][CH2:48][c:49]1[cH:50][cH:51][cH:52][cH:53][cH:54]1.[CH2:56]([N:57]=[C:58]=[N:59][CH2:60][CH2:61][CH2:62][N:63]([CH3:64])[CH3:65])[CH3:66].[CH3:67][N:68]([c:69]1[cH:70][cH:71][n:72][cH:73][cH:74]1)[CH3:75].[CH3:81][CH2:82][O:83][C:84](=[O:85])[CH3:86].[ClH:55].[O:76]1[CH2:77][CH2:78][CH2:79][CH2:80]1>>[C:1]([CH3:2])([CH3:3])([CH3:4])[c:5]1[c:6]([NH:22][C:23]([CH2:24][CH:25]2[c:26]3[cH:27][cH:28][cH:29][cH:30][c:31]3[O:32][c:33]3[cH:34][cH:35][cH:36][cH:37][c:38]32)=[O:39])[cH:7][c:8]([CH2:11][CH2:12][CH:13]([CH2:14][CH:15]2[CH2:16][CH2:17][CH2:18][CH2:19][CH2:20]2)[O:21][C:43]([CH2:42][CH2:41][C:40](=[O:46])[O:47][CH2:48][c:49]2[cH:50][cH:51][cH:52][cH:53][cH:54]2)=[O:44])[cH:9][cH:10]1. Starting materials: C(CCC)[Li] (n-butyllithium), FC(C1=CC=C(C=C1)C(=O)C1CC1)(F)F (cyclopropyl (4-trifluoromethylphenyl) ketone), C(C)(C)NC(C)C (diisopropylamine), C[Si](C)(C)CC(=O)OCC (ethyl (trimethylsilyl)acetate). Solvent: CCCCCC (hexane), O1CCCC1 (tetrahydrofuran). Reaction conditions: temperature -78 celsius, time 15 minute. The product is C1(CC1)C(=CC(=O)OCC)C1=CC=C(C=C1)C(F)(F)F (ethyl 3-cyclopropyl-3-(4-trifluoromethylphenyl)propenoate). The yield is 52.8%. Reaction SMILES: C(NC(C)C)(C)C.C([Li])CCC.C[Si]([CH2:17][C:18]([O:20][CH2:21][CH3:22])=[O:19])(C)C.[F:23][C:24]([F:37])([F:36])[C:25]1[CH:30]=[CH:29][C:28]([C:31]([CH:33]2[CH2:35][CH2:34]2)=O)=[CH:27][CH:26]=1>O1CCCC1.CCCCCC>[CH:33]1([C:31]([C:28]2[CH:29]=[CH:30][C:25]([C:24]([F:23])([F:36])[F:37])=[CH:26][CH:27]=2)=[CH:17][C:18]([O:20][CH2:21][CH3:22])=[O:19])[CH2:35][CH2:34]1. Reported procedure: A stirred solution of 4.1 grams (0.04 mole) of diisopropylamine in 100 ml of tetrahydrofuran was cooled to -78° C., and 17.4 ml (0.04 mole) of 2.3 M n-butyllithium in hexane was added during a 15 minute period. Upon completion of addition, the reaction mixture was stirred at -78° C. for 15 minutes. After this time, 6.4 grams (0.04 mole) of ethyl (trimethylsilyl)acetate was added during a 10 minute period. Upon completion of addition, the reaction mixture was stirred at -78° C. for 30 minutes, an... The reactants are C(=O)([O-])[O-].[Na+].[Na+] (Na2CO3), tetrakis-triphenylphosphane palladium, BrC=1C=C(SC1)C#CC1=CC=C(OCCN2CCCC2)C=C1 (1-{2-[4-(4-bromo-thiophen-2-ylethynyl)-phenoxy]-ethyl}-pyrrolidine), ClC1=CC=C(C=C1)OB(O)O (4-chlorophenyl-boric acid). Run in O1CCOCC1 (1,4-dioxane). Yields the product ClC1=CC=C(C=C1)C=1C=C(SC1)C#CC1=CC=C(OCCN2CCCC2)C=C1 (1-(2-{4-[4-(4-chloro-phenyl)-thiophen-2-ylethynyl]-phenoxy}-ethyl)-pyrrolidine). Reaction SMILES: C([O-])([O-])=O.[Na+].[Na+].Br[C:8]1[CH:9]=[C:10]([C:13]#[C:14][C:15]2[CH:28]=[CH:27][C:18]([O:19][CH2:20][CH2:21][N:22]3[CH2:26][CH2:25][CH2:24][CH2:23]3)=[CH:17][CH:16]=2)[S:11][CH:12]=1.[Cl:29][C:30]1[CH:35]=[CH:34][C:33](OB(O)O)=[CH:32][CH:31]=1>O1CCOCC1>[Cl:29][C:30]1[CH:35]=[CH:34][C:33]([C:8]2[CH:9]=[C:10]([C:13]#[C:14][C:15]3[CH:28]=[CH:27][C:18]([O:19][CH2:20][CH2:21][N:22]4[CH2:26][CH2:25][CH2:24][CH2:23]4)=[CH:17][CH:16]=3)[S:11][CH:12]=2)=[CH:32][CH:31]=1 |f:0.1.2|. Procedure details: Under an N2 atmosphere 5 mL 2 M Na2CO3 solution and 47 mg (0.41 mmol) tetrakis-triphenylphosphane-palladium are added to a solution of 310 mg (0.82 mmol) 1-{2-[4-(4-bromo-thiophen-2-ylethynyl)-phenoxy]-ethyl}-pyrrolidine and 129 mg (0.82 mmol) 4-chlorophenyl-boric acid in 10 mL 1,4-dioxane and the reaction mixture is refluxed for 1 h. The hot solution is filtered through a fibreglass filter, the filtrate is extracted with EtOAc, the organic phase is washed with water and dried over MgSO4. After ... Run in CN(C=O)C (N,N-dimethylformamide). Run at temperature 25 celsius, time 16 hour. Reactants: Cl (hydrochloric acid), CN1CCOCC1 (N-methylmorpholine), C(C)OC(=O)C1CC=CCC1NCC1=CC=C(C=C1)F (6-(4-fluoro-benzylamino)-cyclohex-3-enecarboxylic acid ethyl ester), CS(=O)(=O)NC1=CC2=C(NC(=NS2(=O)=O)CC(=O)O)C=C1 ((7-methanesulfonylamino-1,1-dioxo-1,4-dihydro-1λ6-benzo[1,2,4]thiadiazin-3-yl)-acetic acid), CS(=O)(=O)NC1=CC2=C(NC(=NS2(=O)=O)CC(=O)O)C=C1 ((7-methanesulfonylamino-1,1-dioxo-1,4-dihydro-1λ6-benzo[1,2,4]thiadiazin-3-yl)-acetic acid), Cl.CN(CCCN=C=NCC)C (1-(3-dimethylaminopropyl)-3-ethylcarbodiimide hydrochloride), Cl.CN(CCCN=C=NCC)C (1-(3-dimethylaminopropyl)-3-ethylcarbodiimide hydrochloride). Yield: 121.6%. Reported procedure: The crude 6-(4-fluoro-benzylamino)-cyclohex-3-enecarboxylic acid ethyl ester (113.7 mg, 0.41 mmol) was mixed with (7-methanesulfonylamino-1,1-dioxo-1,4-dihydro-1λ6-benzo[1,2,4]thiadiazin-3-yl)-acetic acid (prepared as described in Example 1j, 150 mg, 0.45 mmol) and dissolved in N,N-dimethylformamide (3.4 mL). N-methylmorpholine (100 μL, 0.9 mmol) was added followed by 1-(3-dimethylaminopropyl)-3-ethylcarbodiimide hydrochloride (86 mg, 0.45 mmol). The reaction mixture was stirred at 25° C. for 16... The product is crude product, C(C)OC(=O)C1CC=CCC1N(C(CC1=NS(C2=C(N1)C=CC(=C2)NS(=O)(=O)C)(=O)=O)=O)CC2=CC=C(C=C2)F (6-{(4-fluoro-benzyl)-[2-(7-methanesulfonylamino-1,1-dioxo-1,4-dihydro-1λ6-benzo[1,2,4]thiadiazin-3-yl)-acetyl]-amino}-cyclohex-3-enecarboxylic acid ethyl ester). RXN SMILES: [CH2:1]([O:3][C:4]([CH:6]1[CH:11]([NH:12][CH2:13][C:14]2[CH:19]=[CH:18][C:17]([F:20])=[CH:16][CH:15]=2)[CH2:10][CH:9]=[CH:8][CH2:7]1)=[O:5])[CH3:2].[CH3:21][S:22]([NH:25][C:26]1[CH:41]=[CH:40][C:29]2[NH:30][C:31]([CH2:36][C:37](O)=[O:38])=[N:32][S:33](=[O:35])(=[O:34])[C:28]=2[CH:27]=1)(=[O:24])=[O:23].CN1CCOCC1.Cl.CN(C)CCCN=C=NCC.Cl>CN(C)C=O>[CH2:1]([O:3][C:4]([CH:6]1[CH:11]([N:12]([CH2:13][C:14]2[CH:15]=[CH:16][C:17]([F:20])=[CH:18][CH:19]=2)[C:37](=[O:38])[CH2:36][C:31]2[NH:30][C:29]3[CH:40]=[CH:41][C:26]([NH:25][S:22]([CH3:21])(=[O:24])=[O:23])=[CH:27][C:28]=3[S:33](=[O:34])(=[O:35])[N:32]=2)[CH2:10][CH:9]=[CH:8][CH2:7]1)=[O:5])[CH3:2] |f:3.4|. The reactants are CCOC(C)=O, Cl, O=C(O)c1cc([N+](=O)[O-])cc([N+](=O)[O-])c1, O=C(O)c1cccc([N+](=O)[O-])c1[N+](=O)[O-], CN(C)C=O, O=S(Cl)Cl. Yields the product O=C(Cl)c1cc([N+](=O)[O-])cc([N+](=O)[O-])c1. RXN SMILES: [CH3:41][CH2:42][O:43][C:44](=[O:45])[CH3:46].[ClH:35].[N+:1](=[O:2])([O-:3])[c:4]1[cH:5][c:6]([C:7](=[O:8])[OH:9])[cH:10][c:11]([N+:13](=[O:14])[O-:15])[cH:12]1.[N+:20]([c:21]1[c:22]([N+:23]([O-:24])=[O:25])[c:26]([C:30]([OH:31])=[O:32])[cH:27][cH:28][cH:29]1)([O-:33])=[O:34].[O:36]=[CH:37][N:38]([CH3:39])[CH3:40].[S:16]([Cl:17])([Cl:18])=[O:19]>>[N+:1](=[O:2])([O-:3])[c:4]1[cH:5][c:6]([C:7](=[O:8])[Cl:18])[cH:10][c:11]([N+:13](=[O:14])[O-:15])[cH:12]1. Starting materials: CC1(C)COCC(C)(C)N1, Cl, O=N[O-], [Na+], O. The product is CC1(C)COCC(C)(C)N1N=O. Reaction SMILES: [CH3:6][C:7]1([CH3:15])[CH2:8][O:9][CH2:10][C:11]([CH3:13])([CH3:14])[NH:12]1.[ClH:5].[N:1](=[O:2])[O-:3].[Na+:4].[OH2:16]>>[N:1](=[O:3])[N:12]1[C:7]([CH3:6])([CH3:15])[CH2:8][O:9][CH2:10][C:11]1([CH3:13])[CH3:14]. Starting materials: COC=1C=C2CCC(C2=CC1)=O (5-methoxy-1-indanone), FC(F)(F)[Si](C)(C)C (trifluoromethyltrimethylsilane), [F-].C(CCC)[N+](CCCC)(CCCC)CCCC (tetrabutylammonium fluoride), Cl (HCl). Solvent: C1CCOC1 (THF), C1CCOC1 (THF), C(Cl)Cl.O (CH2Cl2 water). Reaction conditions: time 21 hour. The product is OC1(CCC2=CC(=CC=C12)OC)C(F)(F)F (1-Hydroxy-5-methoxy-1-(trifluoromethyl)indan). Isolated yield 73.3%. Reaction SMILES: [CH3:1][O:2][C:3]1[CH:4]=[C:5]2[C:9](=[CH:10][CH:11]=1)[C:8](=[O:12])[CH2:7][CH2:6]2.[F:13][C:14]([Si](C)(C)C)([F:16])[F:15].[F-].C([N+](CCCC)(CCCC)CCCC)CCC.Cl>C1COCC1.C(Cl)Cl.O>[OH:12][C:8]1([C:14]([F:16])([F:15])[F:13])[C:9]2[C:5](=[CH:4][C:3]([O:2][CH3:1])=[CH:11][CH:10]=2)[CH2:6][CH2:7]1 |f:2.3,6.7|. Reported procedure: To a stirred solution of 5-methoxy-1-indanone (1.00 g, 6.17 mmol) and trifluoromethyltrimethylsilane (1.32 g, 9.26 mmol) in dry THF (15 ml) was added 1.0M THF solution of tetrabutylammonium fluoride (0.05 ml) with ice-cooling. The reaction mixture was stirred at room temperature for 21 h. To a mixture was 1N HCl (20 ml). and stirred at room temperature for 25 h. The reaction mixture was diluted with CH2Cl2-water. The organic layer was separated and the aqueous layer was extracted with CH2Cl2. Th...